Dataset: the Open Reaction Database (ORD), a public repository of structured organic reaction records. Task: describe an organic reaction: reactants, conditions, products, and yield Reactants: Nc1ccc(Br)cc1Br, CC(C)(C)ON=O, CS(C)=O, Cl, N#C[Cu]. Product: N#Cc1ccc(Br)cc1Br. Reaction SMILES: [Br:11][c:12]1[c:13]([NH2:14])[cH:15][cH:16][c:17]([Br:19])[cH:18]1.[C:4]([O:5][N:6]=[O:7])([CH3:8])([CH3:9])[CH3:10].[CH3:21][S:22]([CH3:23])=[O:24].[ClH:20].[Cu:1][C:2]#[N:3]>>[C:2](#[N:3])[c:13]1[c:12]([Br:11])[cH:18][c:17]([Br:19])[cH:16][cH:15]1. Starting materials: N1=CNC2=C1C=CC(=C2)C(=O)NN (benzimidazol-5-carbohydrazide), O=P(Cl)(Cl)Cl (POCl3), TEA, COC1=C(C=CC(=C1)OC)CCC(=O)Cl (2,4-dimethoxyphenylpropionylchloride). Product: COC1=C(CCC2=NN=C(O2)C2=CC3=C(NC=N3)C=C2)C=CC(=C1)OC (5-(5-(2,4-Dimethoxyphenethyl)-1,3,4-oxadiazol-2-yl)-1H-benzo[d]imidazole). As a reaction SMILES: [N:1]1[C:5]2[CH:6]=[CH:7][C:8]([C:10]([NH:12][NH2:13])=[O:11])=[CH:9][C:4]=2[NH:3][CH:2]=1.[CH3:14][O:15][C:16]1[CH:21]=[C:20]([O:22][CH3:23])[CH:19]=[CH:18][C:17]=1[CH2:24][CH2:25][C:26](Cl)=O.O=P(Cl)(Cl)Cl>>[CH3:14][O:15][C:16]1[CH:21]=[C:20]([O:22][CH3:23])[CH:19]=[CH:18][C:17]=1[CH2:24][CH2:25][C:26]1[O:11][C:10]([C:8]2[CH:7]=[CH:6][C:5]3[NH:1][CH:2]=[N:3][C:4]=3[CH:9]=2)=[N:12][N:13]=1. Procedure details: The compound was synthesized starting from benzimidazol-5-carbohydrazide (176 mg, 1 mmol), TEA (0.153 ml; 1.1 mmol), 2,4-dimethoxyphenylpropionylchloride (228 mg, 1.1 mmol) and POCl3 (0.5 ml; 5.5 mmol) as described in method 1; yield: 0.013 mg (3.7%); MS m/z: 351.3[M+H]+; 1H-NMR (DMSO d6, 400 MHz): δ 2.97-3.00 (m, 2H); 3.11-3.13 (m, 2H); 3.71 (s, 6H); 6.41-6.43 (m, 1H); 6.51 (br s, 1H); 7.06-7.08 (m, 1H); 7.75-7.77 (m, 1H); 7.81-7.83 (m, 1H); 8.15 (br s, 1H); 8.43 (s, 1H); HPLC (METHOD [A]): rt ... The reactants are [Li]CCCC, CON(C)C(C)=O, Cc1cncs1, CCCCCC, C1CCOC1. The product is CC(=O)c1ncc(C)s1. As a reaction SMILES: [CH2:13]([Li:14])[CH2:15][CH2:16][CH3:17].[CH3:18][O:19][N:20]([C:21]([CH3:22])=[O:23])[CH3:24].[CH3:1][c:2]1[cH:3][n:4][cH:5][s:6]1.[CH3:7][CH2:8][CH2:9][CH2:10][CH2:11][CH3:12].[O:25]1[CH2:26][CH2:27][CH2:28][CH2:29]1>>[CH3:1][c:2]1[cH:3][n:4][c:5]([C:21]([CH3:22])=[O:23])[s:6]1. The reactants are CCOC(=O)c1cnc(SC)nc1Cl, CCO, Cc1cc(N)n(C)n1. Yields the product CCOC(=O)c1cnc(SC)nc1Nc1cc(C)nn1C. Reaction SMILES: [CH2:1]([CH3:2])[O:3][C:4](=[O:5])[c:6]1[c:7]([Cl:14])[n:8][c:9]([S:12][CH3:13])[n:10][cH:11]1.[CH3:23][CH2:24][OH:25].[NH2:15][c:16]1[cH:17][c:18]([CH3:22])[n:19][n:20]1[CH3:21]>>[CH2:1]([CH3:2])[O:3][C:4](=[O:5])[c:6]1[c:7]([NH:15][c:16]2[cH:17][c:18]([CH3:22])[n:19][n:20]2[CH3:21])[n:8][c:9]([S:12][CH3:13])[n:10][cH:11]1. Starting materials: C1(=CC=CC=C1)C(C1=CC=CC=C1)OC(=S)C1=C(CS[C@H]2N1C([C@H]2NC(\C(=N/OC(C2=CC=CC=C2)(C2=CC=CC=C2)C2=CC=CC=C2)\C=2N=C(SC2)NC(=O)OC(C)(C)C)=O)=O)CSC=2N=NNC2 (7β-[(Z)-2-(2-t-butoxycarbonylaminothiazol -4- yl)-2-trityloxyiminoacetamido]-3-(1,2,3-triazol-4-yl) thiomethylthio-3- cephem-4-carboxylic acid diphenylmethyl ester), [Cl-].[Al+3].[Cl-].[Cl-] (aluminum chloride). Solvent: C1(=CC=CC=C1)OC (anisole), C1(=CC=CC=C1)OC (anisole), [N+](=O)([O-])C (nitromethane). Run at time 1 hour. The product is N1N=NC(=C1)SCC=1CS[C@H]2N(C1C(=S)O)C(C2)=O (3-(1,2,3-triazol-4-yl)thiomethylthio -3-cephem-4-carboxylic acid). Yield: 148.1%. Reaction SMILES: C1(C([O:14][C:15]([C:17]2[N:22]3[C:23](=[O:63])[C@@H:24](NC(=O)/C(/C4N=C(NC(OC(C)(C)C)=O)SC=4)=N\OC(C4C=CC=CC=4)(C4C=CC=CC=4)C4C=CC=CC=4)[C@H:21]3[S:20][CH2:19][C:18]=2[CH2:64][S:65][C:66]2[N:67]=[N:68][NH:69][CH:70]=2)=[S:16])C2C=CC=CC=2)C=CC=CC=1.[Cl-].[Al+3].[Cl-].[Cl-]>C1(OC)C=CC=CC=1.[N+](C)([O-])=O>[NH:69]1[CH:70]=[C:66]([S:65][CH2:64][C:18]2[CH2:19][S:20][C@@H:21]3[CH2:24][C:23](=[O:63])[N:22]3[C:17]=2[C:15]([OH:14])=[S:16])[N:67]=[N:68]1 |f:1.2.3.4|. Procedure: To a suspension of 7β-[(Z)-2-(2-t-butoxycarbonylaminothiazol -4- yl)-2-trityloxyiminoacetamido]-3-(1,2,3-triazol-4-yl) thiomethylthio-3- cephem-4-carboxylic acid diphenylmethyl ester (9.2 g: 9 mMol.) in a mixture of anisole (18 ml) and nitromethane (72 ml) is added dropwise a solution of aluminum chloride (9.6 g: 72 mMol.) in anisole (31 ml) at -30° C. After stirring for 1 hour at the same temperature, the reaction mixture is quenched with ethanol (25 ml), stirred for several minutes, diluted wi... The reactants are compound [ 4-6 ], ClC=1C=C(CCl)C=CC1 (3-chlorobenzyl chloride), C(C1=CC=CC=C1)N1C=CC2=CC=C(C=C12)CC(=O)O (2-(1-benzyl-1H-indole-6-yl)acetic acid). Product: ClC=1C=C(CN2C=CC3=CC=C(C=C23)CC(=O)O)C=CC1 (2-[1-(3-chlorobenzyl)-1H-indole-6-yl]acetic acid), C(C1=CC=CC=C1)N1C=CC2=CC=C(C=C12)CC(=O)O (2-(1-benzyl-1H-indole-6-yl)acetic acid). Reaction SMILES: [Cl:1][C:2]1[CH:3]=[C:4]([CH:7]=[CH:8][CH:9]=1)[CH2:5]Cl.[CH2:10]([N:17]1[C:25]2[C:20](=[CH:21][CH:22]=[C:23]([CH2:26][C:27]([OH:29])=[O:28])[CH:24]=2)[CH:19]=[CH:18]1)[C:11]1[CH:16]=[CH:15][CH:14]=[CH:13][CH:12]=1>>[Cl:1][C:2]1[CH:3]=[C:4]([CH:7]=[CH:8][CH:9]=1)[CH2:5][N:17]1[C:25]2[C:20](=[CH:21][CH:22]=[C:23]([CH2:26][C:27]([OH:29])=[O:28])[CH:24]=2)[CH:19]=[CH:18]1.[CH2:10]([N:17]1[C:25]2[C:20](=[CH:21][CH:22]=[C:23]([CH2:26][C:27]([OH:29])=[O:28])[CH:24]=2)[CH:19]=[CH:18]1)[C:11]1[CH:12]=[CH:13][CH:14]=[CH:15][CH:16]=1. Procedure details: The titled compound (20 mg) as a white solid was prepared from the compound [4-6] obtained in the process (6) of Example 4 (100 mg) and 3-chlorobenzyl chloride according to the method of the process (7) of Example 4. Reactants: C1(=CC=CC=C1)N=C=O (Phenyl isocyanate), NCCC1=CNC2=CC=CC=C12 (Tryptamine), NCCC1=CNC2=CC=CC=C12 (tryptamine). Solvent: CC(=O)C (acetone), C(C)N(CC)CC (triethylamine), C(Cl)(Cl)Cl.CO (chloroform methanol). Reaction conditions: time 2 hour. Yields the product N1C=C(C2=CC=CC=C12)CCNC(=O)NC1=CC=CC=C1 (1-(2-(1H-Indol-3-yl)ethyl)-3-phenyl-urea). As a reaction SMILES: [NH2:1][CH2:2][CH2:3][C:4]1[C:12]2[C:7](=[CH:8][CH:9]=[CH:10][CH:11]=2)[NH:6][CH:5]=1.[C:13]1([N:19]=[C:20]=[O:21])[CH:18]=[CH:17][CH:16]=[CH:15][CH:14]=1>CC(C)=O.C(N(CC)CC)C.C(Cl)(Cl)Cl.CO>[NH:6]1[C:7]2[C:12](=[CH:11][CH:10]=[CH:9][CH:8]=2)[C:4]([CH2:3][CH2:2][NH:1][C:20]([NH:19][C:13]2[CH:18]=[CH:17][CH:16]=[CH:15][CH:14]=2)=[O:21])=[CH:5]1 |f:4.5|. Reported procedure: Tryptamine (1.04 g, 6.5 mmol) was dissolved in a mixture of acetone (20 ml) and triethylamine (1 ml) under a nitrogen atmosphere. Phenyl isocyanate (852 mg, 7.15 mmol, 0.78 ml) was swiftly added dropwise at 0° C. and the mixture was then subsequently stirred for 2 h, while cooling with ice, and at RT overnight. A subsequent TLC in chloroform/methanol 20:1 showed only small amounts still of tryptamine. The mixture was concentrated i. vac. The residue obtained was purified by flash chromatography ... Starting materials: CC(=O)[O-], CC(=O)O, [Na+], O=C1CSC(=S)N1, O=Cc1ccc(OCc2cccc3ccccc23)cc1. As a reaction SMILES: [CH3:22][C:23](=[O:24])[O-:25].[CH3:33][C:34](=[O:35])[OH:36].[Na+:21].[S:26]1[C:27](=[S:28])[NH:29][C:30](=[O:31])[CH2:32]1.[c:1]1([CH2:11][O:12][c:13]2[cH:14][cH:15][c:16]([CH:17]=[O:18])[cH:19][cH:20]2)[cH:2][cH:3][cH:4][c:5]2[cH:6][cH:7][cH:8][cH:9][c:10]12>>[c:1]1([CH2:11][O:12][c:13]2[cH:14][cH:15][c:16]([CH:17]=[C:32]3[S:26][C:27](=[S:28])[NH:29][C:30]3=[O:31])[cH:19][cH:20]2)[cH:2][cH:3][cH:4][c:5]2[cH:6][cH:7][cH:8][cH:9][c:10]12. Product: O=C1NC(=S)SC1=Cc1ccc(OCc2cccc3ccccc23)cc1. Starting materials: FC1=CC(=C(C=C1)[N+](=O)[O-])OC (4-fluoro-2-methoxy-1-nitrobenzene), CN(C1CCNCC1)C (N,N-dimethylpiperidin-4-amine), C(C)N(C(C)C)C(C)C (N-ethyl-N-isopropylpropan-2-amine). The solvent is CN(C=O)C (N,N-dimethylformamide). Yields the product COC=1C=C(C=CC1[N+](=O)[O-])N1CCC(CC1)N(C)C (1-(3-methoxy-4-nitrophenyl)-N,N-dimethylpiperidin-4-amine). RXN SMILES: F[C:2]1[CH:7]=[CH:6][C:5]([N+:8]([O-:10])=[O:9])=[C:4]([O:11][CH3:12])[CH:3]=1.[CH3:13][N:14]([CH3:21])[CH:15]1[CH2:20][CH2:19][NH:18][CH2:17][CH2:16]1.C(N(C(C)C)C(C)C)C>CN(C)C=O>[CH3:12][O:11][C:4]1[CH:3]=[C:2]([N:18]2[CH2:19][CH2:20][CH:15]([N:14]([CH3:21])[CH3:13])[CH2:16][CH2:17]2)[CH:7]=[CH:6][C:5]=1[N+:8]([O-:10])=[O:9]. Procedure details: A solution of 4-fluoro-2-methoxy-1-nitrobenzene (1.711 g, 10 mmol), N,N-dimethylpiperidin-4-amine (1.410 g, 11.00 mmol) and N-ethyl-N-isopropylpropan-2-amine (3.48 mL, 20.00 mmol) in anhydrous N,N-dimethylformamide (25 mL) was stirred at 70° C. overnight. The mixture was concentrated and the residue was mixed with water (60 mL), adjusted to pH 12, then extracted with CH2Cl2. The crude product was purified on a silica gel column eluting with 7.5% methanol in CH2Cl2 saturated with NH3 to provide t... The reactants are S(=S)(=O)([O-])[O-].[Na+].[Na+] (sodium thiosulfate), C(CCC)OCCOC1=CC=C(C=C1)C=1C=CC2=C(C=C(CCN2CC(C)C)C(=O)NC2=CC=C(C=C2)SCC2=NOC=N2)C1 (7-[4-(2-butoxyethoxy)phenyl]-1-isobutyl-N-[4-(1,2,4-oxadiazol-3-ylmethylthio)phenyl]-2,3-dihydro-1H-benzazepine-4-carboxamide), ClC1=CC(=CC=C1)C(=O)OO (3-chloroperbenzoic acid). Run in ClCCl (dichloromethane), ClCCl (dichloromethane). Run at temperature -78 celsius, time 1 hour. Yields the product C(CCC)OCCOC1=CC=C(C=C1)C=1C=CC2=C(C=C(CCN2CC(C)C)C(=O)NC2=CC=C(C=C2)S(=O)CC2=NOC=N2)C1 (7-[4-(2-butoxyethoxy)phenyl]-1-isobutyl-N-[4-(1,2,4-oxadiazol-3-ylmethylsulfinyl)phenyl]-2,3-dihydro-1H-benzazepine-4-carboxamide). The yield is 86.9%. As a reaction SMILES: [CH2:1]([O:5][CH2:6][CH2:7][O:8][C:9]1[CH:14]=[CH:13][C:12]([C:15]2[CH:16]=[CH:17][C:18]3[N:24]([CH2:25][CH:26]([CH3:28])[CH3:27])[CH2:23][CH2:22][C:21]([C:29]([NH:31][C:32]4[CH:37]=[CH:36][C:35]([S:38][CH2:39][C:40]5[N:44]=[CH:43][O:42][N:41]=5)=[CH:34][CH:33]=4)=[O:30])=[CH:20][C:19]=3[CH:45]=2)=[CH:11][CH:10]=1)[CH2:2][CH2:3][CH3:4].ClC1C=CC=C(C(OO)=[O:54])C=1.S([O-])([O-])(=O)=S.[Na+].[Na+]>ClCCl>[CH2:1]([O:5][CH2:6][CH2:7][O:8][C:9]1[CH:14]=[CH:13][C:12]([C:15]2[CH:16]=[CH:17][C:18]3[N:24]([CH2:25][CH:26]([CH3:27])[CH3:28])[CH2:23][CH2:22][C:21]([C:29]([NH:31][C:32]4[CH:33]=[CH:34][C:35]([S:38]([CH2:39][C:40]5[N:44]=[CH:43][O:42][N:41]=5)=[O:54])=[CH:36][CH:37]=4)=[O:30])=[CH:20][C:19]=3[CH:45]=2)=[CH:11][CH:10]=1)[CH2:2][CH2:3][CH3:4] |f:2.3.4|. Procedure: To a solution of 7-[4-(2-butoxyethoxy)phenyl]-1-isobutyl-N-[4-(1,2,4-oxadiazol-3-ylmethylthio)phenyl]-2,3-dihydro-1H-benzazepine-4-carboxamide (0.60 g) in dichloromethane (15 ml) was added dropwise a solution of 3-chloroperbenzoic acid (70%, 0.35 g) in dichloromethane (5 ml) at −78° C., and the mixture was stirred at −78° C. for 1 hour. To the reaction solution was added sodium thiosulfate solution at room temperature and the mixture was stirred for several minutes. The mixture was extracted wit...